From a dataset of the Open Reaction Database (ORD), a public repository of structured organic reaction records. describe an organic reaction: reactants, conditions, products, and yield The reactants are [Na] (sodium), C1(=CC=CC=C1)CCS (β-phenylethyl mercaptan), CS(=O)(=O)O[C@@H]1[C@]2(C)[C@@H](CC1)[C@@H]1CCC3=CC(C=C[C@]3(C)[C@H]1C(C2)=O)=O (17β-methanesulfonyloxy-1,4-androstadiene-3,11-dione). Solvent: C(C)O (ethanol). Product: C1(=CC=CC=C1)CCS[C@H]1[C@]2(C)[C@@H](CC1)[C@@H]1CCC3=CC(C=C[C@]3(C)[C@H]1C(C2)=O)=O (17α-(β-Phenylethylthio)-1,4-Androstadiene-3,11-Dione). As a reaction SMILES: [Na].[C:2]1([CH2:8][CH2:9][SH:10])[CH:7]=[CH:6][CH:5]=[CH:4][CH:3]=1.CS(O[C@H:16]1[CH2:21][CH2:20][C@H:19]2[C@H:22]3[C@H:32]([C:33](=[O:35])[CH2:34][C@:17]12[CH3:18])[C@:30]1([CH3:31])[C:25](=[CH:26][C:27](=[O:36])[CH:28]=[CH:29]1)[CH2:24][CH2:23]3)(=O)=O>C(O)C>[C:2]1([CH2:8][CH2:9][S:10][C@@H:16]2[CH2:21][CH2:20][C@H:19]3[C@H:22]4[C@H:32]([C:33](=[O:35])[CH2:34][C@:17]23[CH3:18])[C@:30]2([CH3:31])[C:25](=[CH:26][C:27](=[O:36])[CH:28]=[CH:29]2)[CH2:24][CH2:23]4)[CH:7]=[CH:6][CH:5]=[CH:4][CH:3]=1 |^1:0|. Procedure details: To 2.25 gm. of sodium metal dissolved in 180 ml. of ethanol is added 8 ml. of β-phenylethyl mercaptan followed by 3 gm. of 17β-methanesulfonyloxy-1,4-androstadiene-3,11-dione. Heat the reaction at reflux for 48 hours. Obtain a residue in a manner similar to that described in Example 1A. Chromatograph the residue on a 300 gm. silica gel column eluting with chloroform/ethyl acetate (2:1). Combine the desired fractions as determined by thin layer chromatography, evaporate and crystallize the result...